From a dataset of the Open Reaction Database (ORD), a public repository of structured organic reaction records. describe an organic reaction: reactants, conditions, products, and yield Reactants: O=C(c1ncc[nH]1)c1ncc[nH]1, CC(NC(=O)c1ccccc1)C(=O)O, C1CCOC1, CCOC(C)=O, CC(C)[N-]C(C)C, [Li+]. Product: CCOC(=O)CC(=O)C(C)NC(=O)c1ccccc1. Reaction SMILES: [C:15]([c:16]1[nH:17][cH:18][cH:19][n:20]1)([c:21]1[nH:22][cH:23][cH:24][n:25]1)=[O:26].[C:1]([c:2]1[cH:3][cH:4][cH:5][cH:6][cH:7]1)(=[O:8])[NH:9][CH:10]([CH3:11])[C:12](=[O:13])[OH:14].[CH2:41]1[O:42][CH2:43][CH2:44][CH2:45]1.[CH3:27][CH2:28][O:29][C:30]([CH3:31])=[O:32].[CH3:34][CH:35]([N-:36][CH:37]([CH3:38])[CH3:39])[CH3:40].[Li+:33]>>[C:1]([c:2]1[cH:3][cH:4][cH:5][cH:6][cH:7]1)(=[O:8])[NH:9][CH:10]([CH3:11])[C:12](=[O:14])[CH2:31][C:30]([O:29][CH2:28][CH3:27])=[O:32]. Reactants: c1ccc2c(c1)CCN2, O=C(Cl)CCCCl. Product: O=C(CCCCl)N1CCc2ccccc21. RXN SMILES: [CH2:1]1[CH2:2][c:3]2[cH:4][cH:5][cH:6][cH:7][c:8]2[NH:9]1.[Cl:10][CH2:11][CH2:12][CH2:13][C:14](=[O:15])[Cl:16]>>[CH2:1]1[CH2:2][c:3]2[cH:4][cH:5][cH:6][cH:7][c:8]2[N:9]1[C:14]([CH2:13][CH2:12][CH2:11][Cl:10])=[O:15]. The reactants are BrB(Br)Br, CCNc1ccc(C#N)cc1N=C1SC(=C2Sc3ccc(OC)cc3N2C)C(=O)N1Cc1ccccc1, CO, ClCCl. RXN SMILES: [B:38]([Br:39])([Br:40])[Br:41].[CH2:1]([c:2]1[cH:3][cH:4][cH:5][cH:6][cH:7]1)[N:8]1[C:9](=[N:26][c:27]2[cH:28][c:29]([C:30]#[N:31])[cH:32][cH:33][c:34]2[NH:35][CH2:36][CH3:37])[S:10][C:11](=[C:14]2[S:15][c:16]3[c:17]([cH:20][c:21]([O:24][CH3:25])[cH:22][cH:23]3)[N:18]2[CH3:19])[C:12]1=[O:13].[CH3:42][OH:43].[Cl:44][CH2:45][Cl:46]>>[CH2:1]([c:2]1[cH:3][cH:4][cH:5][cH:6][cH:7]1)[N:8]1[C:9](=[N:26][c:27]2[cH:28][c:29]([C:30]#[N:31])[cH:32][cH:33][c:34]2[NH:35][CH2:36][CH3:37])[S:10][C:11](=[C:14]2[S:15][c:16]3[c:17]([cH:20][c:21]([OH:24])[cH:22][cH:23]3)[N:18]2[CH3:19])[C:12]1=[O:13]. Yields the product CCNc1ccc(C#N)cc1N=C1SC(=C2Sc3ccc(O)cc3N2C)C(=O)N1Cc1ccccc1. Reactants: ClC1=C(C=C(C(=N1)N)[N+](=O)[O-])I (6-chloro-5-iodo-3-nitropyridin-2-amine), [NH4+].[Cl-] (NH4Cl). Reagents/catalysts: [Fe] (Fe). Run in C(C)O (ethanol), O (water). Yields the product ClC1=C(C=C(C(=N1)N)N)I (6-chloro-5-iodopyridine-2,3-diamine). Isolated yield 97.1%. Reaction SMILES: [Cl:1][C:2]1[N:7]=[C:6]([NH2:8])[C:5]([N+:9]([O-])=O)=[CH:4][C:3]=1[I:12].[NH4+].[Cl-]>C(O)C.O.[Fe]>[Cl:1][C:2]1[N:7]=[C:6]([NH2:8])[C:5]([NH2:9])=[CH:4][C:3]=1[I:12] |f:1.2|. Procedure details: To a solution of 6-chloro-3-nitropyridin-2-amine (630 mg, 3.63 mmol) in ethanol (11 mL) was add I2 (920 mg, 3.62 mmol) and Ag2SO4 (1132 mg, 3.63 mmol).). The resulting solution was stirred overnight at room temperature and dissolved in water (100 mL), then extracted with ethyl acetate (3×80 ml). The combined organic layers were washed with brine (50 ml), dried over anhydrous sodium sulfate and concentrated under vacuum to produce 6-chloro-5-iodo-3-nitropyridin-2-amine as a yellow solid (640 mg, ... Reactants: [BH4-], CCO, Cc1cc(C)c(C(=O)c2cc(-n3ccnc3)ccc2Cl)c(C)c1, [Na+], O. Yields the product Cc1cc(C)c(C(O)c2cc(-n3ccnc3)ccc2Cl)c(C)c1. As a reaction SMILES: [BH4-:24].[CH3:26][CH2:27][OH:28].[Cl:1][c:2]1[c:3]([C:4](=[O:5])[c:6]2[c:7]([CH3:14])[cH:8][c:9]([CH3:13])[cH:10][c:11]2[CH3:12])[cH:15][c:16](-[n:19]2[cH:20][n:21][cH:22][cH:23]2)[cH:17][cH:18]1.[Na+:25].[OH2:29]>>[Cl:1][c:2]1[c:3]([CH:4]([OH:5])[c:6]2[c:7]([CH3:14])[cH:8][c:9]([CH3:13])[cH:10][c:11]2[CH3:12])[cH:15][c:16](-[n:19]2[cH:20][n:21][cH:22][cH:23]2)[cH:17][cH:18]1. The reactants are COCC(=O)Cl, CCN(C(C)C)C(C)C, ClCCl, Cc1nocc1CC(=O)Nc1cnc2c(ccn2S(=O)(=O)c2ccccc2)c1NC1CCNCC1. Product: COCC(=O)N1CCC(Nc2c(NC(=O)Cc3conc3C)cnc3c2ccn3S(=O)(=O)c2ccccc2)CC1. RXN SMILES: [CH3:10][O:11][CH2:12][C:13](=[O:14])[Cl:15].[CH:1]([N:2]([CH:3]([CH3:4])[CH3:5])[CH2:6][CH3:7])([CH3:8])[CH3:9].[Cl:51][CH2:52][Cl:53].[c:16]1([S:22](=[O:23])(=[O:24])[n:25]2[cH:26][cH:27][c:28]3[c:29]2[n:30][cH:31][c:32]([NH:41][C:42]([CH2:43][c:44]2[c:45]([CH3:49])[n:46][o:47][cH:48]2)=[O:50])[c:33]3[NH:34][CH:35]2[CH2:36][CH2:37][NH:38][CH2:39][CH2:40]2)[cH:17][cH:18][cH:19][cH:20][cH:21]1>>[CH3:10][O:11][CH2:12][C:13](=[O:14])[N:38]1[CH2:37][CH2:36][CH:35]([NH:34][c:33]2[c:28]3[cH:27][cH:26][n:25]([S:22]([c:16]4[cH:17][cH:18][cH:19][cH:20][cH:21]4)(=[O:23])=[O:24])[c:29]3[n:30][cH:31][c:32]2[NH:41][C:42]([CH2:43][c:44]2[c:45]([CH3:49])[n:46][o:47][cH:48]2)=[O:50])[CH2:40][CH2:39]1.